Dataset: the Open Reaction Database (ORD), a public repository of structured organic reaction records. Task: describe an organic reaction: reactants, conditions, products, and yield Starting materials: C1(=CC=CC=C1)C1=CC=C(S1)C(=S)[O-] (5-Phenylthiothiophene-2-carboxylate), CCCCCCC (heptane), C(CCCCCCC\C=C/CCCCCCCC)(=O)[O-].[Mg+2].C(CCCCCCC\C=C/CCCCCCCC)(=O)[O-] (magnesium oleate). The solvent is C(C)O (ethanol). Product: C1(=CC=CC=C1)C1=CC=C(S1)C(=S)[O-].[Mg+2].C1(=CC=CC=C1)C1=CC=C(S1)C(=S)[O-] (Magnesium 5-phenylthiothiophene-2-carboxylate). RXN SMILES: [C:1]1([C:7]2[S:11][C:10]([C:12]([O-:14])=[S:13])=[CH:9][CH:8]=2)[CH:6]=[CH:5][CH:4]=[CH:3][CH:2]=1.C([O-])(=O)CCCCCCC/C=C\CCCCCCCC.[Mg+2:35].C([O-])(=O)CCCCCCC/C=C\CCCCCCCC.CCCCCCC>C(O)C>[C:1]1([C:7]2[S:11][C:10]([C:12]([O-:14])=[S:13])=[CH:9][CH:8]=2)[CH:2]=[CH:3][CH:4]=[CH:5][CH:6]=1.[Mg+2:35].[C:1]1([C:7]2[S:11][C:10]([C:12]([O-:14])=[S:13])=[CH:9][CH:8]=2)[CH:2]=[CH:3][CH:4]=[CH:5][CH:6]=1 |f:1.2.3,6.7.8|. Reported procedure: 5-Phenylthiothiophene-2-carboxylate and an equivalent quantity of magnesium oleate are each dissolved in ethanol and the solutions mixed. Magnesium 5-phenylthiothiophene-2-carboxylate is isolated by concentration and/or addition of heptane. The reactants are CC(Br)Br, C[SiH](C)C, [Cl-], Clc1cc(Cl)ncn1, Fc1cccc(CBr)c1F, C1CCOC1, O, [Zn]. Yields the product Fc1cccc(Cc2cc(Cl)ncn2)c1F. As a reaction SMILES: [Br:1][CH:2]([Br:3])[CH3:4].[CH3:6][SiH:7]([CH3:8])[CH3:9].[Cl-:5].[Cl:20][c:21]1[n:22][cH:23][n:24][c:25]([Cl:27])[cH:26]1.[F:10][c:11]1[c:12]([CH2:13][Br:14])[cH:15][cH:16][cH:17][c:18]1[F:19].[O:28]1[CH2:29][CH2:30][CH2:31][CH2:32]1.[OH2:34].[Zn:33]>>[F:10][c:11]1[c:12]([CH2:13][c:25]2[n:24][cH:23][n:22][c:21]([Cl:20])[cH:26]2)[cH:15][cH:16][cH:17][c:18]1[F:19]. Starting materials: ClC1=C(C(=O)O)C=C(C=C1)[N+](=O)[O-] (2-chloro-5-nitrobenzoic acid), CN(C)C=O (DMF), C([O-])([O-])=O.[K+].[K+] (potassium carbonate), N1N=NC=C1 (1H-1,2,3-triazole), solution, C(C(=O)Cl)(=O)Cl (oxalyl chloride). Solvent: C(Cl)Cl (DCM), CCOC(=O)C (EtOAc), O (water), C(Cl)Cl (DCM), C1CCCS1(=O)=O (tetramethylenesulfone), C(Cl)Cl (DCM). Conditions: time 1 hour. The product is ClC1=C(C=C(C=C1)[N+](=O)[O-])C=1OC=CN1 (2-(2-Chloro-5-nitrophenyl)oxazole). The yield is 38.7%. As a reaction SMILES: [Cl:1][C:2]1[CH:10]=[CH:9][C:8]([N+:11]([O-:13])=[O:12])=[CH:7][C:3]=1[C:4]([OH:6])=O.CN(C=O)C.C(Cl)(=O)C(Cl)=O.C(=O)([O-])[O-].[K+].[K+].[NH:31]1[CH:35]=[CH:34]N=N1>C(Cl)Cl.C1S(=O)(=O)CCC1.CCOC(C)=O.O>[Cl:1][C:2]1[CH:10]=[CH:9][C:8]([N+:11]([O-:13])=[O:12])=[CH:7][C:3]=1[C:4]1[O:6][CH:34]=[CH:35][N:31]=1 |f:3.4.5|. Procedure details: To a cloudy suspension of 2-chloro-5-nitrobenzoic acid (1.0 g, 4.96 mmol) and DMF (0.019 mL, 0.25 mmol) in DCM (12.4 mL) at 0° C. was added a 2M solution of oxalyl chloride in DCM (2.98 mL, 5.95 mmol). The resulting suspension was stirred for 1 hour at room temperature. The reaction mixture was concentrated in vacuo and azeotroped with toluene to remove HCl and oxalyl chloride. The residue was dissolved in tetramethylenesulfone (12.4 mL), to which potassium carbonate (1.37 g, 9.92 mmol) and 1H-1... Starting materials: C(C)(=O)O[C@@H](CCCCN1C(=O)N(C=2N=C(N(C2C1=O)CC1=CC=CC=C1)C#N)C)C ((R)-1-(5-acetoxyhexyl)-7-benzyl-8-cyano-3-methylxanthine), [H][H] (hydrogen). Reagents/catalysts: [Pd] (palladium on carbon). Solvent: C(C)(=O)O (acetic acid). The product is C(C)(=O)O[C@@H](CCCCN1C(=O)N(C=2N=C(N(C2C1=O)CC1=CC=CC=C1)CN)C)C ((R)-1-(5-acetoxyhexyl)-8-aminomethyl-7-benzyl-3-methylxanthine). RXN SMILES: [C:1]([O:4][C@H:5]([CH3:31])[CH2:6][CH2:7][CH2:8][CH2:9][N:10]1[C:19](=[O:20])[C:18]2[N:17]([CH2:21][C:22]3[CH:27]=[CH:26][CH:25]=[CH:24][CH:23]=3)[C:16]([C:28]#[N:29])=[N:15][C:14]=2[N:13]([CH3:30])[C:11]1=[O:12])(=[O:3])[CH3:2].[H][H]>[Pd].C(O)(=O)C>[C:1]([O:4][C@H:5]([CH3:31])[CH2:6][CH2:7][CH2:8][CH2:9][N:10]1[C:19](=[O:20])[C:18]2[N:17]([CH2:21][C:22]3[CH:27]=[CH:26][CH:25]=[CH:24][CH:23]=3)[C:16]([CH2:28][NH2:29])=[N:15][C:14]=2[N:13]([CH3:30])[C:11]1=[O:12])(=[O:3])[CH3:2]. Procedure details: A suspension of (R)-1-(5-acetoxyhexyl)-7-benzyl-8-cyano-3-methylxanthine (850 mg, 2.0 mmol) and 10% palladium on carbon (300 mg) in glacial acetic acid (60 ml) was treated with hydrogen gas (80 psi) on a Parr shaker for 3 hours. After filtering through a pad of celite, the filtrate was concentrated under reduced pressure to provide the acetic acid salt of (R)-1-(5-acetoxyhexyl)-8-aminomethyl-7-benzyl-3-methylxanthine.